The task is: describe an organic reaction: reactants, conditions, products, and yield. This data is from the Open Reaction Database (ORD), a public repository of structured organic reaction records. The reactants are Cl(=O)(=O)(=O)O (Perchloric acid), CC1(O[C@@H]2[C@H](O1)O[C@@H]([C@@H]2CCN2N=NC1=C(C2=O)C=CC=C1)CCC1=CC=C(C=C1)C=1C=NC=NC1)C (3-(2-{(3aS,5R,6S,6aS)-2,2-dimethyl-5-[2-(4-pyrimidin-5-ylphenyl)ethyl]tetrahydrofuro[2,3-d][1,3]dioxol-6-yl}ethyl)-1,2,3-benzotriazin-4(3H)-one). The solvent is C(C)#N (acetonitrile), C(C)(=O)OCC (ethyl acetate), O (water), O (water). Reaction conditions: temperature 55 celsius. Yields the product O[C@H]1[C@H]([C@H](O[C@H]1O)CCC1=CC=C(C=C1)C=1C=NC=NC1)CCN1N=NC2=C(C1=O)C=CC=C2 (3-(2-{(2R,3R,4S,5R)-4,5-dihydroxy-2-[2-(4-pyrimidin-5-ylphenyl)ethyl]tetrahydrofuran-3-yl}ethyl)-1,2,3-benzotriazin-4(3H)-one). RXN SMILES: Cl(O)(=O)(=O)=O.CC1(C)[O:11][C@@H:10]2[O:12][C@H:13]([CH2:28][CH2:29][C:30]3[CH:35]=[CH:34][C:33]([C:36]4[CH:37]=[N:38][CH:39]=[N:40][CH:41]=4)=[CH:32][CH:31]=3)[C@H:14]([CH2:15][CH2:16][N:17]3[C:22](=[O:23])[C:21]4[CH:24]=[CH:25][CH:26]=[CH:27][C:20]=4[N:19]=[N:18]3)[C@@H:9]2[O:8]1>C(#N)C.C(OCC)(=O)C.O>[OH:8][C@@H:9]1[C@H:10]([OH:11])[O:12][C@H:13]([CH2:28][CH2:29][C:30]2[CH:31]=[CH:32][C:33]([C:36]3[CH:37]=[N:38][CH:39]=[N:40][CH:41]=3)=[CH:34][CH:35]=2)[C@@H:14]1[CH2:15][CH2:16][N:17]1[C:22](=[O:23])[C:21]2[CH:24]=[CH:25][CH:26]=[CH:27][C:20]=2[N:19]=[N:18]1. Reported procedure: Perchloric acid (0.2 mL) was added to a solution of the compound obtained from step l above (0.3 g) in acetonitrile (4 mL) and water (0.2 mL) at room temperature. The reaction mixture was heated to 55° C. for 30 minutes. The reaction mixture was then quenched using sodium bicarbonate solution. The solvents were evaporated under reduced pressure. The residue thus obtained was taken up in ethyl acetate and water. The organic layer was separated and washed with water and brine solution and dried ov... The reactants are C(C)(C)(C)OC(=O)N1CCC(CC1)N1C(C2(CC1)CC(CCC2)NC(=O)OCC2=CC=CC=C2)=O (4-(7-Benzyloxycarbonylamino-1-oxo-2-aza-spiro[4.5]dec-2-yl)-piperidine-1-carboxylic acid tert-butyl ester). Solvent: CO (methanol). The product is C(C)(C)(C)OC(=O)N1CCC(CC1)N1C(C2(CC1)CC(CCC2)N)=O (4-(7-Amino-1-oxo-2-aza-spiro[4.5]dec-2-yl)-piperidine-1-carboxylic acid tert-butyl ester). Isolated yield 77.6%. Reaction SMILES: [C:1]([O:5][C:6]([N:8]1[CH2:13][CH2:12][CH:11]([N:14]2[CH2:18][CH2:17][C:16]3([CH2:23][CH2:22][CH2:21][CH:20]([NH:24]C(OCC4C=CC=CC=4)=O)[CH2:19]3)[C:15]2=[O:35])[CH2:10][CH2:9]1)=[O:7])([CH3:4])([CH3:3])[CH3:2]>CO>[C:1]([O:5][C:6]([N:8]1[CH2:9][CH2:10][CH:11]([N:14]2[CH2:18][CH2:17][C:16]3([CH2:23][CH2:22][CH2:21][CH:20]([NH2:24])[CH2:19]3)[C:15]2=[O:35])[CH2:12][CH2:13]1)=[O:7])([CH3:4])([CH3:2])[CH3:3]. Procedure: 4-(7-Benzyloxycarbonylamino-1-oxo-2-aza-spiro[4.5]dec-2-yl)-piperidine-1-carboxylic acid tert-butyl ester (0.75 g, 1.54 mmol) in methanol (50.0 mL) was shaken under hydrogenated at 50 psi and rt for 2.5 hrs. The catalyst was filtered off, and the filtrate was concentrated to afford 0.42 g (77%) of the title compound. LC-MS (method C): RT: 0.94 min; ESI-MS m/z: 352 (M+H)+. It was used in the next step without further purification. Starting materials: Cc1c(CO)oc2ccc(OCc3ccccc3)cc12, Cc1ccccc1. Yields the product Cc1c(C=O)oc2ccc(OCc3ccccc3)cc12. Reaction SMILES: [CH2:1]([c:2]1[cH:3][cH:4][cH:5][cH:6][cH:7]1)[O:8][c:9]1[cH:10][cH:11][c:12]2[c:13]([c:14]([CH3:19])[c:15]([CH2:17][OH:18])[o:16]2)[cH:20]1.[CH3:21][c:22]1[cH:23][cH:24][cH:25][cH:26][cH:27]1>>[CH2:1]([c:2]1[cH:3][cH:4][cH:5][cH:6][cH:7]1)[O:8][c:9]1[cH:10][cH:11][c:12]2[c:13]([c:14]([CH3:19])[c:15]([CH:17]=[O:18])[o:16]2)[cH:20]1.